The task is: describe an organic reaction: reactants, conditions, products, and yield. This data is from the Open Reaction Database (ORD), a public repository of structured organic reaction records. Reactants: S1C2=C(C(=C1)C(=O)OC)C=CC=C2 (methyl benzo[b]thiophene-3-carboxylate), [H-].[Al+3].[Li+].[H-].[H-].[H-] (lithium aluminium hydride). Solvent: CCOCC (ether), CCOCC (ether). The product is S1C2=C(C(=C1)CO)C=CC=C2 (benzo[b]thiophen-3-yl methanol). Isolated yield 105.4%. Reaction SMILES: [S:1]1[CH:5]=[C:4]([C:6](OC)=[O:7])[C:3]2[CH:10]=[CH:11][CH:12]=[CH:13][C:2]1=2.[H-].[Al+3].[Li+].[H-].[H-].[H-]>CCOCC>[S:1]1[CH:5]=[C:4]([CH2:6][OH:7])[C:3]2[CH:10]=[CH:11][CH:12]=[CH:13][C:2]1=2 |f:1.2.3.4.5.6|. Reported procedure: An ether solution (50 ml) of methyl benzo[b]thiophene-3-carboxylate (15 g) was added dropwise to a suspension of lithium aluminium hydride (3.5 g) in ether (100 ml) followed by reflux for 2 h. Usual work-up gave benzo[b]thiophen-3-yl methanol (13.5 g) as an oil. The product is CCCC[Sn](CCCC)(CCCC)c1ccnc(C)c1. As a reaction SMILES: [Br:12][c:13]1[cH:14][c:15]([CH3:19])[n:16][cH:17][cH:18]1.[CH2:20]([CH2:21][CH2:22][CH3:23])[Sn:24]([CH2:25][CH2:26][CH2:27][CH3:28])([CH2:29][CH2:30][CH2:31][CH3:32])[Cl:33].[CH2:7]([Li:8])[CH2:9][CH2:10][CH3:11].[CH3:1][CH2:2][CH2:3][CH2:4][CH2:5][CH3:6].[CH3:41][CH2:42][O:43][CH2:44][CH3:45].[NH3:34].[O:36]1[CH2:37][CH2:38][CH2:39][CH2:40]1.[OH2:35]>>[c:13]1([Sn:24]([CH2:20][CH2:21][CH2:22][CH3:23])([CH2:25][CH2:26][CH2:27][CH3:28])[CH2:29][CH2:30][CH2:31][CH3:32])[cH:14][c:15]([CH3:19])[n:16][cH:17][cH:18]1. Reactants: Cc1cc(Br)ccn1, CCCC[Sn](Cl)(CCCC)CCCC, [Li]CCCC, CCCCCC, CCOCC, N, C1CCOC1, O. The reactants are BrCC1=NN(C=C1C)C1=CC=CC=C1 (3-(bromomethyl)-4-methyl-1-phenyl-1H-pyrazole), [C-]#N.[K+] (potassium cyanide), O (water). Run in CS(=O)C (DMSO). Run at temperature 60 celsius. Product: CC=1C(=NN(C1)C1=CC=CC=C1)CC#N (2-(4-Methyl-1-phenyl-1H-pyrazol-3-yl)acetonitrile). The yield is 113.2%. As a reaction SMILES: Br[CH2:2][C:3]1[C:7]([CH3:8])=[CH:6][N:5]([C:9]2[CH:14]=[CH:13][CH:12]=[CH:11][CH:10]=2)[N:4]=1.[C-:15]#[N:16].[K+].O>CS(C)=O>[CH3:8][C:7]1[C:3]([CH2:2][C:15]#[N:16])=[N:4][N:5]([C:9]2[CH:14]=[CH:13][CH:12]=[CH:11][CH:10]=2)[CH:6]=1 |f:1.2|. Procedure details: A mixture of 3-(bromomethyl)-4-methyl-1-phenyl-1H-pyrazole (112 mg, 446 μmol) and potassium cyanide (33.3 mg, 491 μmol) in DMSO (2 mL) was heated to 60° C. for 2 h. The reaction mixture was cooled to RT, poured into water (25 mL) and extracted with ethyl acetate (2×50 mL). The organic phases were washed with water (3×25 mL) and brine 1×25 mL). The combined organic layer was dried over MgSO4 and concentrated in vacuo to give 99.6 mg crude material. The product was obtained after purification by f... Starting materials: Cl (HCl), C1(CC1)C1=CC(=NN1C1=CC=C(C=N1)NC(CC=1C=C2C=CC=NC2=CC1)=O)C(F)(F)F (N-{6-[5-cyclopropyl-3-(trifluoromethyl)-1H-pyrazol-1-yl]pyridin-3-yl}-2-(quinolin-6-yl)acetamide), intermediate 30, intermediate 17. The solvent is C(C)OCC (diethyl ether), C1CCOC1 (THF). Run at time 15 minute. Product: Cl.C1(CC1)C1=CC(=NN1C1=CC=C(C=N1)NC(CC=1C=C2C=CC=NC2=CC1)=O)C(F)(F)F (N-{6-[5-cyclopropyl-3-(trifluoromethyl)-1H-pyrazol-1-yl]pyridin-3-yl}-2-(quinolin-6-yl)acetamide hydrochloride). RXN SMILES: [CH:1]1([C:4]2[N:8]([C:9]3[N:14]=[CH:13][C:12]([NH:15][C:16](=[O:28])[CH2:17][C:18]4[CH:19]=[C:20]5[C:25](=[CH:26][CH:27]=4)[N:24]=[CH:23][CH:22]=[CH:21]5)=[CH:11][CH:10]=3)[N:7]=[C:6]([C:29]([F:32])([F:31])[F:30])[CH:5]=2)[CH2:3][CH2:2]1.[ClH:33]>C1COCC1.C(OCC)C>[ClH:33].[CH:1]1([C:4]2[N:8]([C:9]3[N:14]=[CH:13][C:12]([NH:15][C:16](=[O:28])[CH2:17][C:18]4[CH:19]=[C:20]5[C:25](=[CH:26][CH:27]=4)[N:24]=[CH:23][CH:22]=[CH:21]5)=[CH:11][CH:10]=3)[N:7]=[C:6]([C:29]([F:30])([F:32])[F:31])[CH:5]=2)[CH2:3][CH2:2]1 |f:4.5|. Procedure details: Following the general procedure-1, N-{6-[5-cyclopropyl-3-(trifluoromethyl)-1H-pyrazol-1-yl]pyridin-3-yl}-2-(quinolin-6-yl)acetamide (67 mg) was prepared from intermediate 30 (133 mg, 0.71 mmol) and intermediate 17 (120 mg, 0.45 mmol) as a pale yellow solid and dissolved in THF. Saturated HCl in diethyl ether was added to this solution at 0° C. and stirred for 15 min. Solid that separated out was filtered and dried to give the title compound (63 mg) as a white solid. M. P. 225-230° C. 1H-NMR (δ p... Starting materials: ClC=1C=C(C=CC1Cl)C1CCC(C2=CC=CC=C12)=NC (N-[4-(3,4-dichlorophenyl)-3,4-dihydro-1(2H)naphthalenylidene]methanamine), C(C)(=O)OCC (Ethyl acetate), [H][H] (hydrogen). Reagents/catalysts: [Ni] (Raney Nickel). Solvent: ClC1=C(C=CC=C1)Cl (o-dichlorobenzene). Product: CN[C@H]1CC[C@H](C2=C1C=CC=C2)C=3C=CC(=C(C3)Cl)Cl (Sertraline). The yield is 0.8%. RXN SMILES: [Cl:1][C:2]1[CH:3]=[C:4]([CH:9]2[C:18]3[C:13](=[CH:14][CH:15]=[CH:16][CH:17]=3)[C:12](=[N:19][CH3:20])[CH2:11][CH2:10]2)[CH:5]=[CH:6][C:7]=1[Cl:8].C(OCC)(=O)C.[H][H]>[Ni].ClC1C=CC=CC=1Cl>[CH3:20][NH:19][C@@H:12]1[C:13]2[CH:14]=[CH:15][CH:16]=[CH:17][C:18]=2[C@H:9]([C:4]2[CH:5]=[CH:6][C:7]([Cl:8])=[C:2]([Cl:1])[CH:3]=2)[CH2:10][CH2:11]1. Procedure details: N-[4-(3,4-dichlorophenyl)-3,4-dihydro-1(2H)naphthalenylidene]methanamine (Ketimine) (50 g), Ethyl acetate(300 ml), Raney Nickel (0.15 g wet basis) and o-dichlorobenzene (25 ml) are charged into a reaction vessel. The mixture is hydrogenated at 5 to 6 kg/cm2 over pressure of hydrogen for 6 to 7 hrs at about 28 to 30° C. The catalyst is removed by filtration and the cake is washed with 50 ml ethyl acetate. The amount of dehalogenated by product is <0.1%. Sertraline racemate free base thus formed i... Starting materials: NC1=CC=C(C=C1)O (4-aminophenol), ClC1=NC=NC=C1C=1CCOCC1 (4-chloro-5-(3,6-dihydro-2H-pyran-4-yl)pyrimidine), C([O-])([O-])=O.[Cs+].[Cs+] (cesium carbonate), CS(=O)C (DMSO). The solvent is O (water). Run at temperature 100 celsius. Yields the product O1CCC(=CC1)C=1C(=NC=NC1)OC1=CC=C(N)C=C1 (4-(5-(3,6-dihydro-2H-pyran-4-yl)pyrimidin-4-yloxy)aniline). As a reaction SMILES: [NH2:1][C:2]1[CH:7]=[CH:6][C:5]([OH:8])=[CH:4][CH:3]=1.Cl[C:10]1[C:15]([C:16]2[CH2:17][CH2:18][O:19][CH2:20][CH:21]=2)=[CH:14][N:13]=[CH:12][N:11]=1.C(=O)([O-])[O-].[Cs+].[Cs+].CS(C)=O>O>[O:19]1[CH2:20][CH:21]=[C:16]([C:15]2[C:14]([O:8][C:5]3[CH:6]=[CH:7][C:2]([NH2:1])=[CH:3][CH:4]=3)=[N:13][CH:12]=[N:11][CH:10]=2)[CH2:17][CH2:18]1 |f:2.3.4|. Procedure details: To a 150 mL sealable tube was added 4-aminophenol (388 mg, 3.56 mmol), 4-chloro-5-(3,6-dihydro-2H-pyran-4-yl)pyrimidine (700 mg, 3.56 mmol), and cesium carbonate (1218 mg, 3.74 mmol) with DMSO (23.700 ml). The vessel was sealed and heated to 100° C. for 2 h. The reaction mixture was cooled to room temperature and diluted with water before extracting with ethyl acetate. The combined organics were dried over sodium sulfate, filtered, and concentrated under reduced pressure to a dark brown oil that... Reactants: NCC1CCN(CC1)C(=O)OCC1=CC=C(C=C1)C (4-methylbenzyl 4-(aminomethyl)-1-piperidinecarboxylate), ClC1=NC=CC=N1 (2-chloropyrimidine). Yields the product N1=C(N=CC=C1)NCC1CCN(CC1)C(=O)OCC1=CC=C(C=C1)C (4-Methylbenzyl 4-[(2-pyrimidinylamino)methyl]-1-piperidinecarboxylate). RXN SMILES: [NH2:1][CH2:2][CH:3]1[CH2:8][CH2:7][N:6]([C:9]([O:11][CH2:12][C:13]2[CH:18]=[CH:17][C:16]([CH3:19])=[CH:15][CH:14]=2)=[O:10])[CH2:5][CH2:4]1.Cl[C:21]1[N:26]=[CH:25][CH:24]=[CH:23][N:22]=1>>[N:22]1[CH:23]=[CH:24][CH:25]=[N:26][C:21]=1[NH:1][CH2:2][CH:3]1[CH2:8][CH2:7][N:6]([C:9]([O:11][CH2:12][C:13]2[CH:14]=[CH:15][C:16]([CH3:19])=[CH:17][CH:18]=2)=[O:10])[CH2:5][CH2:4]1. Procedure details: The title compound was prepared as described in EXAMPLE 13, except using 4-methylbenzyl 4-(aminomethyl)-1-piperidinecarboxylate (300 mg, 1.14 mmol), 2-chloropyrimidine (131 mg, 1.14 mmol) as starting materials gave the title compound as a yellow oil.